describe an organic reaction: reactants, conditions, products, and yield From a dataset of the Open Reaction Database (ORD), a public repository of structured organic reaction records. Reactants: Cl.OC(CC=1OC=C(N1)C(=O)O)C[C@@H]1NC(C[C@@H]1C(F)(F)F)=N ((±) (cis) 2-[2-hydroxy-3-[5-imino-3-(trifluoromethyl)pyrrolidin-2-yl]propyl]oxazole-4-carboxylic acid, monohydrochloride), product, Cl (HCl), CO (MeOH). Product: O=C1CC(C(N1)CC=O)C(F)(F)F (5-oxo-3-(trifluoromethyl)pyrrolidine-2-acetaldehyde). RXN SMILES: Cl.[OH:2][CH:3]([CH2:13][C@H:14]1[C@@H:18]([C:19]([F:22])([F:21])[F:20])[CH2:17][C:16](=N)[NH:15]1)CC1OC=C(C(O)=O)N=1.Cl.C[OH:26]>>[O:26]=[C:16]1[NH:15][CH:14]([CH2:13][CH:3]=[O:2])[CH:18]([C:19]([F:22])([F:21])[F:20])[CH2:17]1 |f:0.1|. Reported procedure: Isomer B: (±) (cis) 2-[2-hydroxy-3-[5-imino-3-(trifluoromethyl)pyrrolidin-2-yl]propyl]oxazole-4-carboxylic acid, monohydrochloride ##STR229## 224 A) The product of Example 223 B in MeOH is treated with HCl (1N) to yield 5-oxo-3-(trifluoromethyl)pyrrolidine-2-acetaldehyde which is used directly in the next step.